Dataset: the Open Reaction Database (ORD), a public repository of structured organic reaction records. Task: describe an organic reaction: reactants, conditions, products, and yield Reactants: N([C@@H](CC1=CC=CC=C1)C(=O)O)C(=O)OCC1=CC=CC=C1 (Z-Phe), COC([C@@H](N)C(C)C)=O (valine methyl ester). The solvent is CN(C)C=O (DMF). The product is N([C@@H](CC1=CC=CC=C1)C(=O)N[C@@H](C(C)C)C(=O)O)C(=O)OCC1=CC=CC=C1 (Z-Phe-Val). Reaction SMILES: [NH:1]([C:13]([O:15][CH2:16][C:17]1[CH:22]=[CH:21][CH:20]=[CH:19][CH:18]=1)=[O:14])[C@H:2]([C:10]([OH:12])=O)[CH2:3][C:4]1[CH:9]=[CH:8][CH:7]=[CH:6][CH:5]=1.C[O:24][C:25](=[O:31])[C@H:26]([CH:28]([CH3:30])[CH3:29])[NH2:27]>CN(C=O)C>[NH:1]([C:13]([O:15][CH2:16][C:17]1[CH:22]=[CH:21][CH:20]=[CH:19][CH:18]=1)=[O:14])[C@H:2]([C:10]([NH:27][C@H:26]([C:25]([OH:31])=[O:24])[CH:28]([CH3:30])[CH3:29])=[O:12])[CH2:3][C:4]1[CH:5]=[CH:6][CH:7]=[CH:8][CH:9]=1. Procedure details: Z-Phe-OAt is reacted with valine methyl ester in DMF in accordance with the procedure described in Example 33 to form Z-Phe-Val.